From a dataset of the Open Reaction Database (ORD), a public repository of structured organic reaction records. describe an organic reaction: reactants, conditions, products, and yield The reactants are C1(CCCC1)OC=1C=C(C=CC1[N+](=O)[O-])/C=C/C(=O)OC (methyl 3-(3-cyclopentoxy-4-nitrophenyl)-E-propenoate), C(C)(=O)O (acetic acid), Cl (hydrochloride), Cl (hydrogen chloride). Reagents/catalysts: [Fe] (iron). Run in CO (methanol), C(C)OCC (ethyl ether). Conditions: time 16 hour. Yields the product Cl.NC1=C(C=C(C=C1)/C=C/C(=O)OC)OC1CCCC1 (Methyl 3-(4-amino-3-cyclopentoxyphenyl)-E-propenoate hydrochloride). RXN SMILES: [CH:1]1([O:6][C:7]2[CH:8]=[C:9](/[CH:16]=[CH:17]/[C:18]([O:20][CH3:21])=[O:19])[CH:10]=[CH:11][C:12]=2[N+:13]([O-])=O)[CH2:5][CH2:4][CH2:3][CH2:2]1.C(O)(=O)C.[ClH:26]>CO.C(OCC)C.[Fe]>[ClH:26].[NH2:13][C:12]1[CH:11]=[CH:10][C:9](/[CH:16]=[CH:17]/[C:18]([O:20][CH3:21])=[O:19])=[CH:8][C:7]=1[O:6][CH:1]1[CH2:2][CH2:3][CH2:4][CH2:5]1 |f:6.7|. Procedure: To a stirred solution of 2.1 g (7.2 mmol) of methyl 3-(3-cyclopentoxy-4-nitrophenyl)-E-propenoate in 30 mL of methanol was added 6.3 mL (110.1 mmol) of glacial acetic acid and 2.0 g (35.8 mmol) of iron filings. The mixture was warmed to reflux and stirred for 16 hours after which time it was cooled to room temperature, filtered over Celite 545, and concentrated. Liquid chromatography over 200 g of silica gel using 50% ethyl acetate in hexane provided a pure oil. The product was dissolved in anhy... The reactants are O=C1NC(=O)C(=Cc2cccc(Br)n2)S1, CS(C)=O, CCN(C(C)C)C(C)C, Cc1ccc(N2CCNCC2)cc1. The product is Cc1ccc(N2CCN(c3cccc(C=C4SC(=O)NC4=O)n3)CC2)cc1. As a reaction SMILES: [Br:23][c:24]1[cH:25][cH:26][cH:27][c:28]([CH:30]=[C:31]2[C:32](=[O:37])[NH:33][C:34](=[O:36])[S:35]2)[n:29]1.[CH3:38][S:39]([CH3:40])=[O:41].[CH:14]([N:15]([CH2:16][CH3:17])[CH:18]([CH3:19])[CH3:20])([CH3:21])[CH3:22].[c:1]1([CH3:13])[cH:2][cH:3][c:4]([N:7]2[CH2:8][CH2:9][NH:10][CH2:11][CH2:12]2)[cH:5][cH:6]1>>[c:1]1([CH3:13])[cH:2][cH:3][c:4]([N:7]2[CH2:8][CH2:9][N:10]([c:24]3[cH:25][cH:26][cH:27][c:28]([CH:30]=[C:31]4[C:32](=[O:37])[NH:33][C:34](=[O:36])[S:35]4)[n:29]3)[CH2:11][CH2:12]2)[cH:5][cH:6]1. Starting materials: F[B-](F)(F)F.C[O+](C)C (trimethyloxonium tetrafluoroborate), CN(C1=CC=CC2=CC=CC(=C12)N(C)C)C (N,N, N′,N′-tetra-methylnaphthalene-1,8-diamine), C[C@H]1C[C@@H]([C@@H]([C@H](/C=C(/[C@@H]([C@H](/C=C\C=C(\C(=O)NC2=CC(=O)C(=C(C1)C2=O)OC)/C)OC)OC(=O)N)\C)C)O)OC (geldanamycin). Solvent: C(C)(=O)OCC (ethyl acetate), ClCCl (dichloromethane). Reaction conditions: temperature 40 celsius, time 2 hour. Yields the product C[C@H]1C[C@@H]([C@@H]([C@H](/C=C(/[C@@H]([C@H](/C=C\C=C(\C(=O)NC2=CC(=O)C(=C(C1)C2=O)OC)/C)OC)OC(=O)N)\C)C)OC)OC (11-O-methyl-geldanamycin). As a reaction SMILES: [CH3:1][C@@H:2]1[CH2:24][C:23]2[C:25](=[O:26])[C:18](=[CH:19][C:20]([C:22]=2[O:27][CH3:28])=[O:21])[NH:17][C:15](=[O:16])[C:14]([CH3:29])=[CH:13][CH:12]=[CH:11][C@H:10]([O:30][CH3:31])[C@@H:9]([O:32][C:33]([NH2:35])=[O:34])[C:8]([CH3:36])=[CH:7][C@H:6]([CH3:37])[C@@H:5]([OH:38])[C@@H:4]([O:39][CH3:40])[CH2:3]1.F[B-](F)(F)F.[CH3:46][O+](C)C.CN(C)C1C2C(=CC=CC=2N(C)C)C=CC=1>ClCCl.C(OCC)(=O)C>[CH3:1][C@@H:2]1[CH2:24][C:23]2[C:25](=[O:26])[C:18](=[CH:19][C:20]([C:22]=2[O:27][CH3:28])=[O:21])[NH:17][C:15](=[O:16])[C:14]([CH3:29])=[CH:13][CH:12]=[CH:11][C@H:10]([O:30][CH3:31])[C@@H:9]([O:32][C:33]([NH2:35])=[O:34])[C:8]([CH3:36])=[CH:7][C@H:6]([CH3:37])[C@@H:5]([O:38][CH3:46])[C@@H:4]([O:39][CH3:40])[CH2:3]1 |f:1.2|. Procedure details: To a suspension of geldanamycin (1 equiv.) in dichloromethane (20 mL per mmol of geldanamycin) is added trimethyloxonium tetrafluoroborate (3 equiv.) and N,N, N′,N′-tetra-methylnaphthalene-1,8-diamine (3.5 equiv). After stirring at 40° C. for 2 h, the suspension was diluted with ethyl acetate and washed sequentially with 0.1 M aqueous hydrochloric acid, saturated aqueous sodium bicarbonate solution, and saturated aqueous sodium chloride. The organic solution was dried over anhydrous sodium sulfa... Starting materials: C(C)(C)(C)OC(N[C@@H](CC(C)C)C(NC1=NC=CN=C1)=O)=O ([(S)-3-Methyl-1-(pyrazin-2-ylcarbamoyl)-butyl]-carbamic acid t-butyl ester), FC(C(=O)O)(F)F.ClCCl (trifluoroacetic acid dichloromethane), C(C)(=O)OCC (ethyl acetate). Solvent: O (water). Product: N1=C(C=NC=C1)NC([C@H](CC(C)C)N)=O ((S)-2-amino-4-methyl-pentanoic acid pyrazin-2-ylamide). Yield: 78.3%. As a reaction SMILES: C(OC(=O)[NH:7][C@H:8]([C:13](=[O:21])[NH:14][C:15]1[CH:20]=[N:19][CH:18]=[CH:17][N:16]=1)[CH2:9][CH:10]([CH3:12])[CH3:11])(C)(C)C.FC(F)(F)C(O)=O.ClCCl.C(OCC)(=O)C>O>[N:16]1[CH:17]=[CH:18][N:19]=[CH:20][C:15]=1[NH:14][C:13](=[O:21])[C@@H:8]([NH2:7])[CH2:9][CH:10]([CH3:11])[CH3:12] |f:1.2|. Reported procedure: [(S)-3-Methyl-1-(pyrazin-2-ylcarbamoyl)-butyl]-carbamic acid t-butyl ester (0.645 g, 2.09 mmol) was treated with a 30% trifluoroacetic acid/dichloromethane (10 mL) solution at 0° C. and the resulting mixture allowed to warm to room temperature over 1.5 h. At this time the mixture was partioned between ethyl acetate and water and the layers separated. The aqueous phase was made basic (pH=10) by the addition of solid sodium hydroxide. The basic aqueous phase was extracted with ethyl acetate (3×) a... Starting materials: O1C(OCC1)CN1C(C2=CC(=CC=C2C=C1)C(=O)OC)=O (methyl 2-(1,3-dioxolan-2-ylmethyl)-1-oxo-1,2-dihydroisoquinoline-7-carboxylate), Cl (hydrochloric acid). The solvent is O1CCCC1 (tetrahydrofuran), O (water), O (water). Conditions: temperature 65 celsius, time 8 hour. The product is O=C1N(C=CC2=CC=C(C=C12)C(=O)OC)CC=O (methyl 1-oxo-2-(2-oxoethyl)-1,2-dihydroisoquinoline-7-carboxylate). Isolated yield 56.1%. RXN SMILES: [O:1]1CCO[CH:2]1[CH2:6][N:7]1[CH:16]=[CH:15][C:14]2[C:9](=[CH:10][C:11]([C:17]([O:19][CH3:20])=[O:18])=[CH:12][CH:13]=2)[C:8]1=[O:21].Cl>O1CCCC1.O>[O:21]=[C:8]1[C:9]2[C:14](=[CH:13][CH:12]=[C:11]([C:17]([O:19][CH3:20])=[O:18])[CH:10]=2)[CH:15]=[CH:16][N:7]1[CH2:6][CH:2]=[O:1]. Procedure details: To a solution of methyl 2-(1,3-dioxolan-2-ylmethyl)-1-oxo-1,2-dihydroisoquinoline-7-carboxylate (0.23 g, 0.8 mmol) in tetrahydrofuran (5 mL) was added 1.0 M hydrochloric acid in water (9.0 mL). The reaction mixture was heated to 65° C. and stirred overnight. The mixture was cooled to rt, water was added and the mixture was extracted with DCM (2×). The combined organic phases were then washed with water, and brine, dried over anhydrous Na2SO4, filtered and concentrated. The residue was purified b... Starting materials: C(C)OC(=O)C1(CCNCC1)CCOC (4-(2-methoxy-ethyl)-piperidine-4-carboxylic acid ethyl ester), C1(CC1)S(=O)(=O)Cl (cyclopropanesulfonyl chloride), FC(C(OC1=CC=C(C=C1)N)C)(F)F (4-(2,2,2-trifluoro-1-methyl-ethoxy)-phenylamine). Product: C1(CC1)S(=O)(=O)N1CCC2(CCN(C2=O)C2=CC=C(C=C2)OC(C(F)(F)F)C)CC1 (8-Cyclopropanesulfonyl-2-[4-(2,2,2-trifluoro-1-methyl-ethoxy)-phenyl]-2,8-diaza-spiro[4.5]decan-1-one). Reaction SMILES: C(O[C:4]([C:6]1([CH2:12][CH2:13]OC)[CH2:11][CH2:10][NH:9][CH2:8][CH2:7]1)=[O:5])C.[CH:16]1([S:19](Cl)(=[O:21])=[O:20])[CH2:18][CH2:17]1.[F:23][C:24]([F:36])([F:35])[CH:25]([CH3:34])[O:26][C:27]1[CH:32]=[CH:31][C:30]([NH2:33])=[CH:29][CH:28]=1>>[CH:16]1([S:19]([N:9]2[CH2:8][CH2:7][C:6]3([C:4](=[O:5])[N:33]([C:30]4[CH:31]=[CH:32][C:27]([O:26][CH:25]([CH3:34])[C:24]([F:23])([F:35])[F:36])=[CH:28][CH:29]=4)[CH2:13][CH2:12]3)[CH2:11][CH2:10]2)(=[O:21])=[O:20])[CH2:18][CH2:17]1. Reported procedure: White solid. MS (ESI): 447.15 (MH+). This example was prepared in analogy to example 1 step C) to D) from 4-(2-methoxy-ethyl)-piperidine-4-carboxylic acid ethyl ester (example 1 step B)), cyclopropanesulfonyl chloride, 4-(2,2,2-trifluoro-1-methyl-ethoxy)-phenylamine.